Dataset: the Open Reaction Database (ORD), a public repository of structured organic reaction records. Task: describe an organic reaction: reactants, conditions, products, and yield The reactants are CCN=C=NCCCN(C)C, CCOC(C)=O, O=C(O)c1ccc(Cl)nc1, CC(C)CNCc1cc(Cl)cc(CN(CC(C)C)S(=O)(=O)c2cc(Cl)cc(Cl)c2O)c1, Cl, [Na+], O=C([O-])O, CN(C)C=O, O, On1nnc2ccccc21. Yields the product CC(C)CN(Cc1cc(Cl)cc(CN(CC(C)C)S(=O)(=O)c2cc(Cl)cc(Cl)c2O)c1)C(=O)c1ccc(Cl)nc1. As a reaction SMILES: [CH2:12]([N:13]=[C:14]=[N:15][CH2:16][CH2:17][CH2:18][N:19]([CH3:20])[CH3:21])[CH3:22].[CH3:75][CH2:76][O:77][C:78](=[O:79])[CH3:80].[Cl:1][c:2]1[n:3][cH:4][c:5]([C:6](=[O:7])[OH:8])[cH:9][cH:10]1.[Cl:34][c:35]1[c:36]([OH:64])[c:37]([S:42](=[O:43])(=[O:44])[N:45]([CH2:46][CH:47]([CH3:48])[CH3:49])[CH2:50][c:51]2[cH:52][c:53]([Cl:63])[cH:54][c:55]([CH2:57][NH:58][CH2:59][CH:60]([CH3:61])[CH3:62])[cH:56]2)[cH:38][c:39]([Cl:41])[cH:40]1.[ClH:11].[Na+:74].[O-:70][C:71]([OH:72])=[O:73].[O:65]=[CH:66][N:67]([CH3:68])[CH3:69].[OH2:33].[OH:23][n:24]1[c:25]2[c:26]([cH:27][cH:28][cH:29][cH:30]2)[n:31][n:32]1>>[Cl:1][c:2]1[n:3][cH:4][c:5]([C:6](=[O:8])[N:58]([CH2:57][c:55]2[cH:54][c:53]([Cl:63])[cH:52][c:51]([CH2:50][N:45]([S:42]([c:37]3[c:36]([OH:64])[c:35]([Cl:34])[cH:40][c:39]([Cl:41])[cH:38]3)(=[O:43])=[O:44])[CH2:46][CH:47]([CH3:48])[CH3:49])[cH:56]2)[CH2:59][CH:60]([CH3:61])[CH3:62])[cH:9][cH:10]1. The reactants are C(C)OP(OCC)(=O)CCOC(C)=O (2-acetoxyethane phosphonic acid diethyl ester), Cl (HCl), C(C)(=O)OCC(C)C (isobutyl acetate). The solvent is C(C(C)C)O (isobutyl alcohol), C(C(C)C)O (isobutanol). Product: C(C)OP(OCC)(=O)CCO (2-hydroxyethane-phosphonic acid diethyl ester). Isolated yield 62.8%. As a reaction SMILES: [CH2:1]([O:3][P:4]([CH2:9][CH2:10][O:11]C(=O)C)(=[O:8])[O:5][CH2:6][CH3:7])[CH3:2].Cl.C(OCC(C)C)(=O)C>C(O)C(C)C>[CH2:6]([O:5][P:4]([CH2:9][CH2:10][OH:11])(=[O:8])[O:3][CH2:1][CH3:2])[CH3:7]. Procedure details: 100 g of 2-acetoxyethane phosphonic acid diethyl ester are blended with 200 ml of isobutyl alcohol containing 2 g of HCl and heated to 120°-150°C for 5 hours. A mixture of isobutyl acetate and isobutanol is removed continuously by distillation in the course of the reaction. By gas chromatography of the mixture of isobutyl acetate/isobutanol, no ethyl acetate and only traces of ethanol were found. 51 g of 2-hydroxyethane-phosphonic acid diethyl ester are obtained after distillation under reduced ...